Dataset: the Open Reaction Database (ORD), a public repository of structured organic reaction records. Task: describe an organic reaction: reactants, conditions, products, and yield Reactants: COC=1C=C2C(=CC=NC2=CC1OC)OC1=CC=C(C=C1)NC(=O)C1=CC=C(C=C1)C(=O)OC ({4-[(6,7-Dimethoxy-4-quinolinyl)oxy]phenyl}-(4-methoxycarbonylphenyl)carboxamide), [OH-].[K+] (potassium hydroxide). Run in CO (methanol). Run at time 2 hour. Yields the product COC=1C=C2C(=CC=NC2=CC1OC)OC1=CC=C(C=C1)NC(=O)C1=CC=C(C=C1)C(=O)O (N-{4-[(6,7-Dimethoxy-4-quinolinyl)oxy]phenyl}-(4-hydroxycarbonylphenyl)carboxamide). Isolated yield 45.0%. RXN SMILES: [CH3:1][O:2][C:3]1[CH:4]=[C:5]2[C:10](=[CH:11][C:12]=1[O:13][CH3:14])[N:9]=[CH:8][CH:7]=[C:6]2[O:15][C:16]1[CH:21]=[CH:20][C:19]([NH:22][C:23]([C:25]2[CH:30]=[CH:29][C:28]([C:31]([O:33]C)=[O:32])=[CH:27][CH:26]=2)=[O:24])=[CH:18][CH:17]=1.[OH-].[K+]>CO>[CH3:1][O:2][C:3]1[CH:4]=[C:5]2[C:10](=[CH:11][C:12]=1[O:13][CH3:14])[N:9]=[CH:8][CH:7]=[C:6]2[O:15][C:16]1[CH:17]=[CH:18][C:19]([NH:22][C:23]([C:25]2[CH:26]=[CH:27][C:28]([C:31]([OH:33])=[O:32])=[CH:29][CH:30]=2)=[O:24])=[CH:20][CH:21]=1 |f:1.2|. Reported procedure: {4-[(6,7-Dimethoxy-4-quinolinyl)oxy]phenyl}-(4-methoxycarbonylphenyl)carboxamide was dissolved in methanol (3 ml), 33% aqueous potassium hydroxide (1.5 ml) was added, and the admixture was stirred at room temperature for 2 hours. The reaction mixture was washed 2 times with ethyl acetate, and the water layer was neutralized with dilute hydrocholoric acid and extracted 2 times with chloroform. The chloroform layer was dried with sodium sulfate, and the solvent was then removed by reduced-pressure...